From a dataset of the Open Reaction Database (ORD), a public repository of structured organic reaction records. describe an organic reaction: reactants, conditions, products, and yield The product is C#CCN1CCCCC1. Starting materials: C1CCNCC1, C#CCBr, CCOCC. As a reaction SMILES: [CH2:1]1[CH2:2][CH2:3][NH:4][CH2:5][CH2:6]1.[CH2:7]([C:8]#[CH:9])[Br:10].[CH3:11][CH2:12][O:13][CH2:14][CH3:15]>>[CH2:1]1[CH2:2][CH2:3][N:4]([CH2:9][C:8]#[CH:7])[CH2:5][CH2:6]1.